This data is from the Open Reaction Database (ORD), a public repository of structured organic reaction records. The task is: describe an organic reaction: reactants, conditions, products, and yield The reactants are N1N=CN=C1 (1,2,4-triazol), [H-].[Na+] (sodium hydride), ClC1=NC(=C(C(=O)NC2=CC(=C(C=C2)Cl)C2=NC=CC=C2)C=C1)C (6-chloro-N-(4-chloro-3-(pyridin-2-yl)phenyl)-2-methylnicotinamide). Solvent: CN(C)C=O (DMF). Reaction conditions: temperature 140 celsius, time 10 minute. Yields the product ClC1=C(C=C(C=C1)NC(C1=C(N=C(C=C1)N1N=CN=C1)C)=O)C1=NC=CC=C1 (N-(4-chloro-3-(pyridin-2-yl)phenyl)-2-methyl-6-(1H-1,2,4-triazol-1-yl)nicotinamide). RXN SMILES: [NH:1]1[CH:5]=[N:4][CH:3]=[N:2]1.[H-].[Na+].Cl[C:9]1[CH:30]=[CH:29][C:12]([C:13]([NH:15][C:16]2[CH:21]=[CH:20][C:19]([Cl:22])=[C:18]([C:23]3[CH:28]=[CH:27][CH:26]=[CH:25][N:24]=3)[CH:17]=2)=[O:14])=[C:11]([CH3:31])[N:10]=1>CN(C=O)C>[Cl:22][C:19]1[CH:20]=[CH:21][C:16]([NH:15][C:13](=[O:14])[C:12]2[CH:29]=[CH:30][C:9]([N:1]3[CH:5]=[N:4][CH:3]=[N:2]3)=[N:10][C:11]=2[CH3:31])=[CH:17][C:18]=1[C:23]1[CH:28]=[CH:27][CH:26]=[CH:25][N:24]=1 |f:1.2|. Procedure: A mixture of 41 mg of 1,2,4-triazol and 14 mg of sodium hydride in 2 mL of DMF was stirred for 10 min. 70 mg of 6-chloro-N-(4-chloro-3-(pyridin-2-yl)phenyl)-2-methylnicotinamide was added. The reaction was heated to 140° C. for 6 h. The reaction mixture was quenched with MeOH and evaporated. Purified by reverse phase HPLC to yield N-(4-chloro-3-(pyridin-2-yl)phenyl)-2-methyl-6-(1H-1,2,4-triazol-1-yl)nicotinamide. MS (Q1) 391.4 (M)+. Reactants: NC=1C(N(C=C(C1)C1=NC=CC=C1)C1=CC=CC=C1)=O (3-amino-1-phenyl-5-(2-pyridyl)-1,2-dihydropyridin-2-one), C(C1=CC=CC=C1)(=O)Cl (benzoyl chloride). Run in C(Cl)Cl (methylene chloride), N1=CC=CC=C1 (pyridine). Product: C(C1=CC=CC=C1)(=O)NC=1C(N(C=C(C1)C1=NC=CC=C1)C1=CC=CC=C1)=O (3-Benzoylamino-1-phenyl-5-(2-pyridyl)-1,2-dihydropyridin-2-one). Yield: 83.6%. RXN SMILES: [NH2:1][C:2]1[C:3](=[O:20])[N:4]([C:14]2[CH:19]=[CH:18][CH:17]=[CH:16][CH:15]=2)[CH:5]=[C:6]([C:8]2[CH:13]=[CH:12][CH:11]=[CH:10][N:9]=2)[CH:7]=1.[C:21](Cl)(=[O:28])[C:22]1[CH:27]=[CH:26][CH:25]=[CH:24][CH:23]=1>C(Cl)Cl.N1C=CC=CC=1>[C:21]([NH:1][C:2]1[C:3](=[O:20])[N:4]([C:14]2[CH:15]=[CH:16][CH:17]=[CH:18][CH:19]=2)[CH:5]=[C:6]([C:8]2[CH:13]=[CH:12][CH:11]=[CH:10][N:9]=2)[CH:7]=1)(=[O:28])[C:22]1[CH:27]=[CH:26][CH:25]=[CH:24][CH:23]=1. Procedure: 30 mg of 3-amino-1-phenyl-5-(2-pyridyl)-1,2-dihydropyridin-2-one was dissolved in 1 ml of methylene chloride and 1 ml of pyridine, to which 19 mg of benzoyl chloride was added with cooling with ice, and the mixture was stirred at room temperature for a night. The reaction mixture was concentrated, diluted with ethyl acetate, and washed with a saturated aqueous solution of sodium bicarbonate. The organic layer was dried by magnesium sulfate, and refined by NH silica gel chromatography (ethyl acet... Starting materials: COC(=O)c1c[nH]nc1C, Cc1cc(F)ccc1B(O)O. The product is COC(=O)c1cn(-c2ccc(F)cc2C)nc1C. Reaction SMILES: [CH3:1][c:2]1[n:3][nH:4][cH:5][c:6]1[C:7](=[O:8])[O:9][CH3:10].[F:11][c:12]1[cH:13][c:14]([CH3:21])[c:15]([B:18]([OH:19])[OH:20])[cH:16][cH:17]1>>[CH3:1][c:2]1[n:3][n:4](-[c:15]2[c:14]([CH3:21])[cH:13][c:12]([F:11])[cH:17][cH:16]2)[cH:5][c:6]1[C:7](=[O:8])[O:9][CH3:10].